Dataset: the Open Reaction Database (ORD), a public repository of structured organic reaction records. Task: describe an organic reaction: reactants, conditions, products, and yield Reactants: S(=O)(=O)(C)Cl (mesylchloride), FC=1C(=C(C=CC1)CO)OC ((3-fluoro-2-methoxy-phenyl)-methanol). The product is ClCC1=C(C(=CC=C1)F)OC (1-chloromethyl-3-fluoro-2-methoxy-benzene). As a reaction SMILES: S([Cl:5])(C)(=O)=O.[F:6][C:7]1[C:8]([O:15][CH3:16])=[C:9]([CH2:13]O)[CH:10]=[CH:11][CH:12]=1>>[Cl:5][CH2:13][C:9]1[CH:10]=[CH:11][CH:12]=[C:7]([F:6])[C:8]=1[O:15][CH3:16]. Procedure details: In an analogous manner to that described in (γ) (3-fluoro-2-methoxy-phenyl)-methanol was treated with mesylchloride to obtain 1-chloromethyl-3-fluoro-2-methoxy-benzene as a colorless liquid; MS: 174 (M)+. The reactants are O=C([O-])[O-], CN(C)C=O, CI, [K+], [K+], O, Cc1cccc2ncc(-c3nnn[nH]3)c(=O)n12. Yields the product Cc1cccc2ncc(-c3nnnn3C)c(=O)n12. Reaction SMILES: [C:23](=[O:24])([O-:25])[O-:26].[CH3:18][N:19]([CH3:20])[CH:21]=[O:22].[CH3:29][I:30].[K+:27].[K+:28].[OH2:31].[nH:1]1[n:2][n:3][n:4][c:5]1-[c:6]1[cH:7][n:8][c:9]2[n:10]([c:11]1=[O:12])[c:13]([CH3:17])[cH:14][cH:15][cH:16]2>>[n:1]1([CH3:18])[n:2][n:3][n:4][c:5]1-[c:6]1[cH:7][n:8][c:9]2[n:10]([c:11]1=[O:12])[c:13]([CH3:17])[cH:14][cH:15][cH:16]2. The reactants are COC=1C=C(C=CC1OC)CCCCCC(=O)O (6-(3,4-dimethoxyphenyl)hexanoic acid), [N+](=O)(O)[O-] (nitric acid), solution. Run in C(C)(=O)O (acetic acid), C(C)(=O)O (acetic acid). Run at time 1 hour. Yields the product COC1=CC(=C(C=C1OC)CCCCCC(=O)O)[N+](=O)[O-] (6-(4,5-DIMETHOXY-2-NITROPHENYL)HEXANOIC ACID). As a reaction SMILES: [CH3:1][O:2][C:3]1[CH:4]=[C:5]([CH2:11][CH2:12][CH2:13][CH2:14][CH2:15][C:16]([OH:18])=[O:17])[CH:6]=[CH:7][C:8]=1[O:9][CH3:10].[N+:19]([O-])([OH:21])=[O:20]>C(O)(=O)C>[CH3:10][O:9][C:8]1[C:3]([O:2][CH3:1])=[CH:4][C:5]([CH2:11][CH2:12][CH2:13][CH2:14][CH2:15][C:16]([OH:18])=[O:17])=[C:6]([N+:19]([O-:21])=[O:20])[CH:7]=1. Reported procedure: To a solution of 6-(3,4-dimethoxyphenyl)hexanoic acid (2.7 g) in acetic acid (10 ml) was added nitric acid (5.4 ml of a 2 M solution in acetic acid) and the mixture stirred at room temperature for one hour. The mixture was evaporated and the product used as such for the next step. Yield: 3.2 g. The reactants are 1,3-bis(4,4′-dimethyl-diphenylamino)-4-hydroxybenzene, C(Cl)C1CO1 (epichlorohydrin), [OH-].[K+] (potassium hydroxide), S(=O)(=O)([O-])[O-].[Na+].[Na+] (sodium sulfate). Run at temperature 37.5 celsius, time 7 hour. Yields the product C(C1CO1)OCC1CO1 (glycidyl ether). Yield: 63.0%. As a reaction SMILES: [CH2:1]([CH:3]1[O:5][CH2:4]1)Cl.[OH-:6].[K+].S([O-])([O-])(=O)=O.[Na+].[Na+]>>[CH2:1]([O:6][CH2:1][CH:3]1[O:5][CH2:4]1)[CH:3]1[O:5][CH2:4]1 |f:1.2,3.4.5|. Procedure: A 6.8 g (14 mmol) quantity of 1,3-bis(4,4′-dimethyl-diphenylamino)-4-hydroxybenzene and 32 ml (0.4 mol) of epichlorohydrin (commercially obtained from Aldrich, Milwaukee, Wis.) were added to a 50 ml 3-neck round bottom flask equipped with reflux condenser, thermometer and mechanical stirrer to form a reaction mixture. The reaction mixture was stirred vigorously at 35-40° C. for 7 hours. While the reaction mixture was stirring, 2.7 g (0.04 mol) of powdered 85% potassium hydroxide and 0.7 g (5 mmo... Reactants: NC[C@@H]1[C@H](C[C@@H](O1)N1C(=O)NC(=O)C(=C1)CC)O (5'-amino-2',5'-dideoxy-5-ethyluridine), ClC1=C(OC(C=O)C)C=CC(=C1)Cl (2-(2,4-dichlorophenoxy)propionaldehyde), C(#N)[BH3-].[Na+] (sodium cyanoborohydride). Run in CO (methanol), O (water). Conditions: time 3 day. The product is C(C)C=1C(NC(N([C@H]2C[C@H](O)[C@@H](CNCC(C)OC3=C(C=C(C=C3)Cl)Cl)O2)C1)=O)=O (2',5'-dideoxy-5-ethyl-5'-[2(RS)-(2,4-dichlorophenoxy)propylamino]uridine). Yield: 32.2%. As a reaction SMILES: [NH2:1][CH2:2][C@H:3]1[O:7][C@@H:6]([N:8]2[CH:15]=[C:14]([CH2:16][CH3:17])[C:12](=[O:13])[NH:11][C:9]2=[O:10])[CH2:5][C@@H:4]1[OH:18].C([BH3-])#N.[Na+].[Cl:23][C:24]1[CH:34]=[C:33]([Cl:35])[CH:32]=[CH:31][C:25]=1[O:26][CH:27]([CH3:30])[CH:28]=O>CO.O>[CH2:16]([C:14]1[C:12](=[O:13])[NH:11][C:9](=[O:10])[N:8]([CH:15]=1)[C@@H:6]1[O:7][C@H:3]([CH2:2][NH:1][CH2:30][CH:27]([O:26][C:25]2[CH:31]=[CH:32][C:33]([Cl:35])=[CH:34][C:24]=2[Cl:23])[CH3:28])[C@@H:4]([OH:18])[CH2:5]1)[CH3:17] |f:1.2|. Reported procedure: To a solution, cooled in ice, of 0.45 g of 5'-amino-2',5'-dideoxy-5-ethyluridine in 28 ml of methanol and 9 ml of water were added 0.17 g of sodium cyanoborohydride followed by 0.5 g of 2-(2,4-dichlorophenoxy)propionaldehyde. The mixture was allowed to warm to room temperature and was then stirred at room temperature for 3 days. The solution was concentrated in order to remove methanol, diluted with 20 ml of water and extracted three times with 15 ml of methylene chloride. The combined extracts ... The reactants are BrC1=CC(=C(C=C1)NC(C)=O)F (N-(4-Bromo-2-fluorophenyl)acetamide), S(O)(O)(=O)=O (sulfuric acid), ice water, S(O)(O)(=O)=O (sulfuric acid). Conditions: temperature 20 celsius, time 2 hour. Yields the product C(C)(=O)NC=1C(=CC(=C(C1)S(=O)(=O)O)Br)F (5-(N-acetylamino)-2-bromo-4-fluorobenzenesulfonic acid). RXN SMILES: [Br:1][C:2]1[CH:7]=[CH:6][C:5]([NH:8][C:9](=[O:11])[CH3:10])=[C:4]([F:12])[CH:3]=1.[S:13](=O)(=[O:16])([OH:15])[OH:14]>>[C:9]([NH:8][C:5]1[C:4]([F:12])=[CH:3][C:2]([Br:1])=[C:7]([S:13]([OH:16])(=[O:15])=[O:14])[CH:6]=1)(=[O:11])[CH3:10]. Procedure: N-(4-Bromo-2-fluorophenyl)acetamide (173.2 g) was suspended in conc. sulfuric acid (80 ml), and 60% fuming sulfuric acid (340 ml) was dropwise added thereto at 10 to 20° C., followed by stirring at 20° C. for 2 hours. The reaction mixture was dropwise added to ice water (500 g) at 10° to 20° C., and the precipitated crystals were collected by filtration, washed with cold water (400 ml) and dried under reduced pressure to give 175.8 g of 5-(N-acetylamino)-2-bromo-4-fluorobenzenesulfonic acid. M.P... Starting materials: FC1=C2C(=C(C(=NC2=CC(=C1)F)C1=NC=CC=C1)C)NC=1C=NC=C(C1)N1CCOCC1 (5,7-difluoro-3-methyl-N-(5-morpholinopyridin-3-yl)-2-(pyridin-2-yl)quinolin-4-amine), [H-].[Na+] (sodium hydride), ICC (iodoethane). Solvent: CN(C=O)C (N,N-dimethylformamide). Run at time 2 hour. Product: C(C)N(C1=C(C(=NC2=CC(=CC(=C12)F)F)C1=NC=CC=C1)C)C=1C=NC=C(C1)N1CCOCC1 (N-ethyl-5,7-difluoro-3-methyl-N-(5-(4-morpholinyl)-3-pyridinyl)-2-(2-pyridinyl)-4-quinolinamine). RXN SMILES: [F:1][C:2]1[CH:11]=[C:10]([F:12])[CH:9]=[C:8]2[C:3]=1[C:4]([NH:20][C:21]1[CH:22]=[N:23][CH:24]=[C:25]([N:27]3[CH2:32][CH2:31][O:30][CH2:29][CH2:28]3)[CH:26]=1)=[C:5]([CH3:19])[C:6]([C:13]1[CH:18]=[CH:17][CH:16]=[CH:15][N:14]=1)=[N:7]2.[H-].[Na+].I[CH2:36][CH3:37]>CN(C)C=O>[CH2:36]([N:20]([C:21]1[CH:22]=[N:23][CH:24]=[C:25]([N:27]2[CH2:28][CH2:29][O:30][CH2:31][CH2:32]2)[CH:26]=1)[C:4]1[C:3]2[C:8](=[CH:9][C:10]([F:12])=[CH:11][C:2]=2[F:1])[N:7]=[C:6]([C:13]2[CH:18]=[CH:17][CH:16]=[CH:15][N:14]=2)[C:5]=1[CH3:19])[CH3:37] |f:1.2|. Reported procedure: To a stirred solution of 5,7-difluoro-3-methyl-N-(5-morpholinopyridin-3-yl)-2-(pyridin-2-yl)quinolin-4-amine (0.06 g, 0.14 mmol) in N,N-dimethylformamide (1.4 mL) was added sodium hydride (0.011 g, 0.28 mmol) followed by iodoethane (0.043 g, 0.28 mmol). Stirring continued at 60° C. for 2 h. After which the reaction was quenched with water (25 mL). The mixture was extracted with EtOAc (2×10 mL) and DCM (1×10 mL). The organic layers were combined and washed with brine (1×20 mL) and dried over magn...